Dataset: the Open Reaction Database (ORD), a public repository of structured organic reaction records. Task: describe an organic reaction: reactants, conditions, products, and yield Starting materials: C(C)(=O)OCC (Ethyl acetate), CSC(N)=N (2-methyl-2-thiopseudourea), C([O-])([O-])=O.[K+].[K+] (potassium carbonate), ClC1=CC=2N(C=C1)N=C(C2C(C#C)=O)C2=CC=C(C=C2)OC (1-[5-Chloro-2-(4-methoxyphenyl)pyrazolo[1,5-a]pyridin-3-yl]-2-propyn-1-one). The solvent is C(C)O (ethanol). Run at time 10 minute. Yields the product COC1=CC=C(C=C1)C1=NN2C(C=C(C=C2)Cl)=C1C1=NC(=NC=C1)SC (4-{5-chloro-3-[2-(methylsulfanyl)-4-pyrimidinyl]pyrazolo[1,5-a]pyridin-2-yl}phenyl methyl ether). The yield is 31.4%. RXN SMILES: [CH3:1][S:2][C:3](=[NH:5])[NH2:4].C(=O)([O-])[O-].[K+].[K+].[Cl:12][C:13]1[CH:18]=[CH:17][N:16]2[N:19]=[C:20]([C:26]3[CH:31]=[CH:30][C:29]([O:32][CH3:33])=[CH:28][CH:27]=3)[C:21]([C:22](=O)[C:23]#[CH:24])=[C:15]2[CH:14]=1.C(OCC)(=O)C>C(O)C>[CH3:33][O:32][C:29]1[CH:28]=[CH:27][C:26]([C:20]2[C:21]([C:22]3[CH:23]=[CH:24][N:4]=[C:3]([S:2][CH3:1])[N:5]=3)=[C:15]3[CH:14]=[C:13]([Cl:12])[CH:18]=[CH:17][N:16]3[N:19]=2)=[CH:31][CH:30]=1 |f:1.2.3|. Procedure details: The suspension of 2-methyl-2-thiopseudourea (358 mg, 1.29 mmol) and potassium carbonate (178 mg, 1.29 mmol) in ethanol was stirred at room temperature for 10 minutes. 1-[5-Chloro-2-(4-methoxyphenyl)pyrazolo[1,5-a]pyridin-3-yl]-2-propyn-1-one (200 mg, 0.64 mmol) was added. The suspension was stirred at room temperature for 12 hours. Ethyl acetate was added. The ethyl acetate phase was washed with water and brine and dried over magnesium sulfate. Filtration and concentration, followed by chrornato... Reactants: C1CCOC1, CO, [Li+], [OH-], COC(=O)c1cc2c([nH]1)C(Cc1cccc(O)c1)CC2. Yields the product O=C(O)c1cc2c([nH]1)C(Cc1cccc(O)c1)CC2. Reaction SMILES: [CH2:25]1[O:26][CH2:27][CH2:28][CH2:29]1.[CH3:23][OH:24].[Li+:21].[OH-:22].[OH:1][c:2]1[cH:3][c:4]([CH2:5][CH:6]2[CH2:7][CH2:8][c:9]3[c:10]2[nH:11][c:12]([C:14](=[O:15])[O:16][CH3:17])[cH:13]3)[cH:18][cH:19][cH:20]1>>[OH:1][c:2]1[cH:3][c:4]([CH2:5][CH:6]2[CH2:7][CH2:8][c:9]3[c:10]2[nH:11][c:12]([C:14](=[O:15])[OH:16])[cH:13]3)[cH:18][cH:19][cH:20]1.